Dataset: the Open Reaction Database (ORD), a public repository of structured organic reaction records. Task: describe an organic reaction: reactants, conditions, products, and yield The reactants are N(=[N+]=[N-])C(CCCCCC1(OCCO1)CC)C1=CN=C(N1COCC[Si](C)(C)C)C1=CC2=CC=CC=C2C=C1 (5-[1-Azido-6-(2-ethyl-1,3-dioxolan-2-yl)hexyl]-2-(2-naphthyl)-1-{[2-(trimethyl silyl)ethoxy]methyl}-1H-imidazole). The reagents and catalysts are [Pd] (Pd/C). Run in CCOC(=O)C (EtOAc). The product is C(C)C1(OCCO1)CCCCCC(C1=CN=C(N1COCC[Si](C)(C)C)C1=CC2=CC=CC=C2C=C1)N ([6-(2-Ethyl-1,3-dioxolan-2-yl)-1-(2-(2-naphthyl)-1-{[2-(trimethylsilyl)ethoxy]methyl}-1H-imidazol-5-yl)hexyl]amine). RXN SMILES: [N:1]([CH:4]([C:17]1[N:21]([CH2:22][O:23][CH2:24][CH2:25][Si:26]([CH3:29])([CH3:28])[CH3:27])[C:20]([C:30]2[CH:39]=[CH:38][C:37]3[C:32](=[CH:33][CH:34]=[CH:35][CH:36]=3)[CH:31]=2)=[N:19][CH:18]=1)[CH2:5][CH2:6][CH2:7][CH2:8][CH2:9][C:10]1([CH2:15][CH3:16])[O:14][CH2:13][CH2:12][O:11]1)=[N+]=[N-]>CCOC(C)=O.[Pd]>[CH2:15]([C:10]1([CH2:9][CH2:8][CH2:7][CH2:6][CH2:5][CH:4]([NH2:1])[C:17]2[N:21]([CH2:22][O:23][CH2:24][CH2:25][Si:26]([CH3:29])([CH3:27])[CH3:28])[C:20]([C:30]3[CH:39]=[CH:38][C:37]4[C:32](=[CH:33][CH:34]=[CH:35][CH:36]=4)[CH:31]=3)=[N:19][CH:18]=2)[O:11][CH2:12][CH2:13][O:14]1)[CH3:16]. Reported procedure: The azide (M5) (1 eq.) was dissolved in EtOAc and stirred in the presence of 10% Pd/C under an H2 atmosphere for 1 hr. The H2 atmosphere removed and N2 introduced. The reaction mixture was filtered and the catalyst washed with MeOH and the filtrates concentrated under reduced pressure. The residue was purified by column chromatography eluting with 70% EtOAc/Petroleum ether to afford the amine. Reactants: ICl (iodine monochloride), C1(O)=CC(O)=CC=C1 (resorcinol), O (water), S(=O)([O-])[O-].[Na+].[Na+] (sodium sulfite). The solvent is C(C)OCC (diethyl ether), CCOCC (ether). Yields the product IC1=C(C=C(C=C1)O)O (4-iodobenzene-1,3-diol). The yield is 50.0%. Reaction SMILES: [I:1]Cl.[C:3]1([CH:10]=[CH:9][CH:8]=[C:6]([OH:7])[CH:5]=1)[OH:4].O.S([O-])([O-])=O.[Na+].[Na+]>C(OCC)C>[I:1][C:8]1[CH:9]=[CH:10][C:3]([OH:4])=[CH:5][C:6]=1[OH:7] |f:3.4.5|. Procedure: A solution of iodine monochloride (8.2 g, 50.5 mmol) in dry diethyl ether (100 mL) was added drop-wise over 45 minutes to a cold solution (0° C.) of resorcinol (5.5 g, 49.9 mmol) in dry ether (50 mL). After stirring at room temperature for one hour 100 mL of water and 1.0 g of sodium sulfite was added. The organic phase was separated and the aqueous phase was washed with 100 mL of ether, the combine ether phase was dried over sodium sulfate and evaporated under reduced pressure. The residue was ...